Dataset: the Open Reaction Database (ORD), a public repository of structured organic reaction records. Task: describe an organic reaction: reactants, conditions, products, and yield The reactants are ICCC1=CC=C(C(=O)OC)C=C1 (methyl 4-(2-iodoethyl)benzoate), C([O-])([O-])=O.[Na+].[Na+] (sodium carbonate), ICCC1=CC=C(C(=O)OC)C=C1 (methyl 4-(2-iodoethyl)benzoate), ICCC1=CC=C(C(=O)OC)C=C1 (methyl 4-(2-iodoethyl)benzoate), C([O-])([O-])=O.[Na+].[Na+] (sodium carbonate), Cl.Cl.ClC=1C=C(C=CC1COC1=C(C=C(C=C1)F)CCNC1C=2C=CC(=NC2CCC1)C(=O)OCC)C1=CC=C(C=C1)C(F)(F)F (ethyl 5-{[2-(2-{[3-chloro-4′-(trifluoromethyl)biphenyl-4-yl]methoxy}-5-fluorophenyl)ethyl]amino}-5,6,7,8-tetrahydroquinoline-2-carboxylate dihydrochloride), ICCC1=CC=C(C(=O)OC)C=C1 (methyl 4-(2-iodoethyl)benzoate). The solvent is C(C)#N (acetonitrile). Product: ClC=1C=C(C=CC1COC1=C(C=C(C=C1)F)CCN(C1C=2C=CC(=NC2CCC1)C(=O)OCC)CCC1=CC=C(C=C1)C(=O)OC)C1=CC=C(C=C1)C(F)(F)F (Ethyl 5-([2-(2-{[3-chloro-4′-(trifluoromethyl)biphenyl-4-yl]methoxy}-5-fluorophenyl)ethyl]{2-[4-(methoxycarbonyl)phenyl]ethyl}amino)-5,6,7,8-tetrahydroquinoline-2-carboxylate). RXN SMILES: I[CH2:2][CH2:3][C:4]1[CH:13]=[CH:12][C:7]([C:8]([O:10][CH3:11])=[O:9])=[CH:6][CH:5]=1.C(=O)([O-])[O-].[Na+].[Na+].Cl.Cl.[Cl:22][C:23]1[CH:24]=[C:25]([C:56]2[CH:61]=[CH:60][C:59]([C:62]([F:65])([F:64])[F:63])=[CH:58][CH:57]=2)[CH:26]=[CH:27][C:28]=1[CH2:29][O:30][C:31]1[CH:36]=[CH:35][C:34]([F:37])=[CH:33][C:32]=1[CH2:38][CH2:39][NH:40][CH:41]1[CH2:50][CH2:49][CH2:48][C:47]2[N:46]=[C:45]([C:51]([O:53][CH2:54][CH3:55])=[O:52])[CH:44]=[CH:43][C:42]1=2>C(#N)C>[Cl:22][C:23]1[CH:24]=[C:25]([C:56]2[CH:57]=[CH:58][C:59]([C:62]([F:64])([F:65])[F:63])=[CH:60][CH:61]=2)[CH:26]=[CH:27][C:28]=1[CH2:29][O:30][C:31]1[CH:36]=[CH:35][C:34]([F:37])=[CH:33][C:32]=1[CH2:38][CH2:39][N:40]([CH2:2][CH2:3][C:4]1[CH:13]=[CH:12][C:7]([C:8]([O:10][CH3:11])=[O:9])=[CH:6][CH:5]=1)[CH:41]1[CH2:50][CH2:49][CH2:48][C:47]2[N:46]=[C:45]([C:51]([O:53][CH2:54][CH3:55])=[O:52])[CH:44]=[CH:43][C:42]1=2 |f:1.2.3,4.5.6|. Reported procedure: 685 mg (2.36 mmol) of methyl 4-(2-iodoethyl)benzoate and 188 mg (1.77 mmol) of anhydrous sodium carbonate were added to a solution of 740 mg (1.18 mmol) of ethyl 5-{[2-(2-{[3-chloro-4′-(trifluoromethyl)biphenyl-4-yl]methoxy}-5-fluorophenyl)ethyl]amino}-5,6,7,8-tetrahydroquinoline-2-carboxylate dihydrochloride (Enantiomer 2, Example 116A) in 20 ml of dry acetonitrile, and the mixture was heated under reflux overnight. A further 342 mg of methyl 4-(2-iodoethyl)benzoate were then added, and the mix... The reactants are [N+](=O)([O-])C1=CC=C(C(=O)O)C=C1 (4-nitrobenzoic acid), O (water), C1(CCCCC1)=NO (cyclohexanone oxime), oxime. Run in C(Cl)Cl (methylene chloride), C(Cl)Cl (methylene chloride). Reaction conditions: time 1 hour. Yields the product N(=O)C(CC)OCC1=CC=C(C=C1)[N+](=O)[O-] (1-Nitroso-1-para-nitrobenzoxypropane). The yield is 25.0%. As a reaction SMILES: [C:1]1(=[N:7][OH:8])CCC[CH2:3][CH2:2]1.[N+:9]([C:12]1[CH:20]=[CH:19][C:15]([C:16]([OH:18])=O)=[CH:14][CH:13]=1)([O-:11])=[O:10].O>C(Cl)Cl>[N:7]([CH:1]([O:18][CH2:16][C:15]1[CH:14]=[CH:13][C:12]([N+:9]([O-:11])=[O:10])=[CH:20][CH:19]=1)[CH2:2][CH3:3])=[O:8]. Procedure: A solution of cyclohexanone oxime (3.11 g, 42.58 mmol) in methylene chloride (50 mL) was added dropwise with stirring to a solution of LTA (18.88 g, 42.58 mmol) and 4-nitrobenzoic acid (71.16 g, 425.8 mmol) in methylene chloride (300 mL) at 0° C. A blue color gradually appeared with the addition of the oxime. After 1 h at 0° C., the reaction mixture was warmed to room temperature. After 3 h at room temperature, water (50 mL) was added and the organic layer was extracted with water (2×50 mL) and ... Starting materials: BrC1=C(CN(N)C2=CC=C(C=C2)OC)C=CC=C1 (N-(2-bromobenzyl)-N-(4-methoxyphenyl)hydrazine), CC(C)([O-])C.[Na+] (sodium tert-butoxide). The reagents and catalysts are C(C)(=O)[O-].[Pd+2].C(C)(=O)[O-] (palladium acetate), C1(=CC=CC=C1)P([C-]1C=CC=C1)C1=CC=CC=C1.[C-]1(C=CC=C1)P(C1=CC=CC=C1)C1=CC=CC=C1.[Fe+2] (1,1′-bis(diphenylphosphino)ferrocene). Solvent: C1(=CC=CC=C1)C (toluene). Run at temperature 90 celsius, time 8 hour. Product: COC1=CC=C(C=C1)N1N=C2C=CC=CC2=C1 (2-(4-Methoxyphenyl)-2H-indazole). RXN SMILES: Br[C:2]1[CH:18]=[CH:17][CH:16]=[CH:15][C:3]=1[CH2:4][N:5]([C:7]1[CH:12]=[CH:11][C:10]([O:13][CH3:14])=[CH:9][CH:8]=1)[NH2:6].CC(C)([O-])C.[Na+]>C1(C)C=CC=CC=1.C([O-])(=O)C.[Pd+2].C([O-])(=O)C.C1(P(C2C=CC=CC=2)[C-]2C=CC=C2)C=CC=CC=1.[C-]1(P(C2C=CC=CC=2)C2C=CC=CC=2)C=CC=C1.[Fe+2]>[CH3:14][O:13][C:10]1[CH:11]=[CH:12][C:7]([N:5]2[CH:4]=[C:3]3[C:15]([CH:16]=[CH:17][CH:18]=[CH:2]3)=[N:6]2)=[CH:8][CH:9]=1 |f:1.2,4.5.6,7.8.9|. Procedure: 2-(4-Methoxyphenyl)-2H-indazole was prepared according to Song and Yee (Org. Lett. 2000, 2, 519). To a solution of N-(2-bromobenzyl)-N-(4-methoxyphenyl)hydrazine (298 mg, 0.97 mmol) in toluene (3.5 mL) were added palladium acetate (11 mg, 0.05 mmol), 1,1′-bis(diphenylphosphino)ferrocene (46 mg, 0.075 mmol) and sodium tert-butoxide (140 mg, 1.46 mmol). The vial was capped and the reaction was stirred at 90° C. overnight. After the reaction was allowed to cool, it was filtered through a pad of sil...